This data is from the Open Reaction Database (ORD), a public repository of structured organic reaction records. The task is: describe an organic reaction: reactants, conditions, products, and yield The reactants are BrCC=1C2=C(SC1)C(=CC=C2)Cl (3-bromomethyl-7-chlorobenzo[b]thiophene), C1(=CC=CC=C1)C (toluene), ClC1=C(C=CC(=C1)Cl)C(CN1C=NC=C1)O (1-(2,4-dichlorophenyl)-2-(1H-imidazol-1-yl)-ethanol), [OH-].[Na+] (sodium hydroxide), C1(=CC=CC=C1)C (toluene). The reagents and catalysts are S(=O)(=O)(O)[O-].C(CCC)[N+](CCCC)(CCCC)CCCC (tetrabutylammonium hydrogen sulfate). Solvent: O (water). Run at temperature 37.5 celsius, time 15 minute. Product: C1=CC=2C(=CSC2C(=C1)Cl)COC(CN3C=CN=C3)C=4C=CC(=CC4Cl)Cl (sertaconazole). Yield: 105.5%. As a reaction SMILES: C1(C)C=CC=CC=1.[Cl:8][C:9]1[CH:14]=[C:13]([Cl:15])[CH:12]=[CH:11][C:10]=1[CH:16]([OH:23])[CH2:17][N:18]1[CH:22]=[CH:21][N:20]=[CH:19]1.[OH-].[Na+].Br[CH2:27][C:28]1[C:29]2[CH:36]=[CH:35][CH:34]=[C:33]([Cl:37])[C:30]=2[S:31][CH:32]=1>S([O-])(O)(=O)=O.C([N+](CCCC)(CCCC)CCCC)CCC.O>[CH:35]1[CH:34]=[C:33]([Cl:37])[C:30]2[S:31][CH:32]=[C:28]([CH2:27][O:23][CH:16]([C:10]3[CH:11]=[CH:12][C:13]([Cl:15])=[CH:14][C:9]=3[Cl:8])[CH2:17][N:18]3[CH:19]=[N:20][CH:21]=[CH:22]3)[C:29]=2[CH:36]=1 |f:2.3,5.6|. Procedure details: A 2-L flask was loaded with 308 mL of toluene, 100 g of 1-(2,4-dichlorophenyl)-2-(1H-imidazol-1-yl)-ethanol (II) (0.389 mol) and 6.67 g of tetrabutylammonium hydrogen sulfate (IV, Z═HSO4) (0.0196 mol). Then, 155 g of sodium hydroxide (purity 49%; 1.905 mol) were added. The mixture was heated at 35-40° C. and stirred for 15 minutes. A solution comprising 111.11 g of 3-bromomethyl-7-chlorobenzo[b]thiophene (III) (0.425 mol) and 595 mL of toluene, maintaining the mass temperature between 37 and 40°... Starting materials: [N+](=O)([O-])C1=CC=C(C=C1)C1=CC=C(CCl)O1 (5-(4-nitrophenyl)furfuryl chloride), C[C@@H](CC1=CC=CC=C1)NC (d-N,a-dimethylphenethylamine), CO (MeOH), Cl (HCl). Run in C1=CC=CC=C1 (benzene). Conditions: time 8 hour. Yields the product Cl.CN(C(CC1=CC=CC=C1)C)CC1=CC=C(O1)C1=CC=C(C=C1)[N+](=O)[O-] (N-methyl-5-(4-nitrophenyl)-N-(a-methylphenethyl)furfurylamine hydrochloride). Yield: 67.2%. As a reaction SMILES: [N+:1]([C:4]1[CH:9]=[CH:8][C:7]([C:10]2[O:16][C:13]([CH2:14][Cl:15])=[CH:12][CH:11]=2)=[CH:6][CH:5]=1)([O-:3])=[O:2].[CH3:17][C@H:18]([NH:26][CH3:27])[CH2:19][C:20]1[CH:25]=[CH:24][CH:23]=[CH:22][CH:21]=1.CO.Cl>C1C=CC=CC=1>[ClH:15].[CH3:27][N:26]([CH2:14][C:13]1[O:16][C:10]([C:7]2[CH:8]=[CH:9][C:4]([N+:1]([O-:3])=[O:2])=[CH:5][CH:6]=2)=[CH:11][CH:12]=1)[CH:18]([CH3:17])[CH2:19][C:20]1[CH:25]=[CH:24][CH:23]=[CH:22][CH:21]=1 |f:5.6|. Procedure: A solution of 11.9 g (0.05 mole) of 5-(4-nitrophenyl)furfuryl chloride and 14.9 g (0.10 mole) of d-N,a-dimethylphenethylamine in 60 ml of benzene was heated under reflux for 7 hrs. After standing overnight, the solid N,a-dimethylphenethylamine hydrochloride (9 g, 97%) was collected by filtration and washed with benzene. The benzene filtrate was washed with 10% Na2CO3 and water and dried over MgSO4. The solvent was removed on a rotary evaporator, and the residual oil was dissolved in 100 ml of an... Starting materials: CC=1OC2=C(N1)C(=CC=C2C#N)[N+](=O)[O-] (2-Methyl-4-nitro-benzoxazole-7-carbonitrile), CC(=O)O (AcOH). The reagents and catalysts are [Fe] (iron). Run in CCOC(=O)C (EtOAc). Conditions: temperature 60 celsius, time 2 hour. The product is NC1=CC=C(C2=C1N=C(O2)C)C#N (4-Amino-2-methylbenzoxazole-7-carbonitrile). Yield: 102.3%. RXN SMILES: [CH3:1][C:2]1[O:3][C:4]2[C:10]([C:11]#[N:12])=[CH:9][CH:8]=[C:7]([N+:13]([O-])=O)[C:5]=2[N:6]=1.CC(O)=O>CCOC(C)=O.[Fe]>[NH2:13][C:7]1[C:5]2[N:6]=[C:2]([CH3:1])[O:3][C:4]=2[C:10]([C:11]#[N:12])=[CH:9][CH:8]=1. Procedure: To a solution of 11B (0.16 g, 0.79 mmol) in EtOAc (2 mL) was added iron powder (0.1 g), followed by 10% aqueous AcOH (2 mL). The mixture was stirred at 60° C. for 2 h, then allowed to cool to rt and partitioned between saturated NaHCO3 and EtOAc. The separated EtOAc layer was concentrated under reduced pressure to give the title compound (0.14 g) as a solid. The reactants are [BH4-], O=CCc1nccn1C(c1ccccc1)(c1ccccc1)c1ccccc1, C1CCOC1, CO, [Na+], O. The product is OCCc1nccn1C(c1ccccc1)(c1ccccc1)c1ccccc1. RXN SMILES: [BH4-:28].[C:1]([c:2]1[cH:3][cH:4][cH:5][cH:6][cH:7]1)([c:8]1[cH:9][cH:10][cH:11][cH:12][cH:13]1)([c:14]1[cH:15][cH:16][cH:17][cH:18][cH:19]1)[n:20]1[c:21]([CH2:25][CH:26]=[O:27])[n:22][cH:23][cH:24]1.[CH2:32]1[O:33][CH2:34][CH2:35][CH2:36]1.[CH3:30][OH:31].[Na+:29].[OH2:37]>>[C:1]([c:2]1[cH:3][cH:4][cH:5][cH:6][cH:7]1)([c:8]1[cH:9][cH:10][cH:11][cH:12][cH:13]1)([c:14]1[cH:15][cH:16][cH:17][cH:18][cH:19]1)[n:20]1[c:21]([CH2:25][CH2:26][OH:27])[n:22][cH:23][cH:24]1. Run at time 2 hour. Solvent: CO (CH3OH). RXN SMILES: [NH:1]1[CH2:6][CH2:5][C:4]([C:7]2[CH:12]=[CH:11][C:10]([N:13]([NH:23][S:24]([C@H:27]([CH2:29][CH3:30])[CH3:28])(=[O:26])=[O:25])[CH:14]([C:19](=[O:22])[CH2:20][CH3:21])[CH2:15][C:16]([OH:18])=[O:17])=[CH:9][CH:8]=2)=[CH:3][CH2:2]1>CO.[Pd]>[NH:1]1[CH2:6][CH2:5][CH:4]([C:7]2[CH:8]=[CH:9][C:10]([N:13]([NH:23][S:24]([C@H:27]([CH2:29][CH3:30])[CH3:28])(=[O:26])=[O:25])[CH:14]([C:19](=[O:22])[CH2:20][CH3:21])[CH2:15][C:16]([OH:18])=[O:17])=[CH:11][CH:12]=2)[CH2:3][CH2:2]1. The reactants are N1CC=C(CC1)C1=CC=C(C=C1)N(C(CC(=O)O)C(CC)=O)NS(=O)(=O)[C@@H](C)CC (4-(1,2,5,6-Tetrahydropyridin-4-yl)phenyl-3-propionyl-[2(S)-n-butylsulfonylamino]-β-alanine), EtOH(10) H2O(1) NH4OH(1). The reagents and catalysts are [Pd] (Pd/C). Yields the product N1CCC(CC1)C1=CC=C(C=C1)N(C(CC(=O)O)C(CC)=O)NS(=O)(=O)[C@@H](C)CC (4-(Piperidin-4-yl)phenyl-3-propionyl-[2(S)-n-butyl-sulfonylamino]-β-alanine). Procedure: A solution of 10-14 (0.05 g, 0.114 mmoles) in CH3OH (1 ml) was treated with 10% Pd/C (25 mg) and then hydrogenated for 2 hours at 1 atom H2. The catalyst was then removed by filtration. The solution concentrated to give pure 10-15. Rf 0.3 (silica, EtOH(10)/H2O(1)/NH4OH(1). The reactants are N(=NC(C#N)(C)C)C(C#N)(C)C (azobisisobutyronitrile), C(=C)C1=C(C=CC=C1)C=C (divinylbenzene), C(C)(C)(C)OC1=CC=C(C=C)C=C1 (p-t-butoxystyrene), C=CC1=CC=CC=C1 (styrene), S(O)(O)(=O)=O (sulfuric acid), OC1=CC=C(C=C)C=C1 (p-hydroxystyrene), C(C)(C)(C)OC1=CC=C(C=C)C=C1 (p-t-butoxystyrene). The solvent is C(C)(=O)OCC (ethyl acetate), COCC(C)O (propylene glycol monomethyl ether). Product: C(=C)C1=C(C=CC=C1)C=C.OC1=CC=C(C=C)C=C1.C=CC1=CC=CC=C1 (divinylbenzene p-hydroxystyrene styrene). RXN SMILES: [CH:1]([C:3]1[CH:8]=[CH:7][CH:6]=[CH:5][C:4]=1[CH:9]=[CH2:10])=[CH2:2].C([O:15][C:16]1[CH:23]=[CH:22][C:19]([CH:20]=[CH2:21])=[CH:18][CH:17]=1)(C)(C)C.[CH2:24]=[CH:25][C:26]1[CH:31]=[CH:30][CH:29]=[CH:28][CH:27]=1.N(C(C)(C)C#N)=NC(C)(C)C#N.S(=O)(=O)(O)O.OC1C=CC(C=C)=CC=1>COCC(O)C.C(OCC)(=O)C>[CH:1]([C:3]1[CH:8]=[CH:7][CH:6]=[CH:5][C:4]=1[CH:9]=[CH2:10])=[CH2:2].[OH:15][C:16]1[CH:23]=[CH:22][C:19]([CH:20]=[CH2:21])=[CH:18][CH:17]=1.[CH2:24]=[CH:25][C:26]1[CH:31]=[CH:30][CH:29]=[CH:28][CH:27]=1 |f:8.9.10|. Reported procedure: 1 part by mass of divinylbenzene (manufactured by Nippon Steel Chemical Co., Ltd., purity: 57 mass %), 60 parts by mass of p-t-butoxystyrene, and 4 parts by mass of styrene were dissolved in 150 parts by mass of propylene glycol monomethyl ether. The mixture was polymerized at 70° C. for 10 hours in a nitrogen atmosphere in the presence of 4 parts by mass of azobisisobutyronitrile. After the addition of sulfuric acid to the reaction solution, the components were reacted at 90° C. for 10 hours to... The reactants are CC(=O)NC(C)(C)c1ccc(CCl)cc1, Cl, Cl, Fc1ccc(N2CCNCC2)c(F)c1. The product is Cl, CC(=O)NC(C)(C)c1ccc(CN2CCN(c3ccc(F)cc3F)CC2)cc1. Reaction SMILES: [Cl:17][CH2:18][c:19]1[cH:20][cH:21][c:22]([C:25]([CH3:26])([CH3:27])[NH:28][C:29]([CH3:30])=[O:31])[cH:23][cH:24]1.[ClH:1].[ClH:2].[F:3][c:4]1[c:5]([N:11]2[CH2:12][CH2:13][NH:14][CH2:15][CH2:16]2)[cH:6][cH:7][c:8]([F:10])[cH:9]1>>[ClH:17].[F:3][c:4]1[c:5]([N:11]2[CH2:12][CH2:13][N:14]([CH2:18][c:19]3[cH:20][cH:21][c:22]([C:25]([CH3:26])([CH3:27])[NH:28][C:29]([CH3:30])=[O:31])[cH:23][cH:24]3)[CH2:15][CH2:16]2)[cH:6][cH:7][c:8]([F:10])[cH:9]1. The reactants are ClCN1N=NC2=C1C=CC=C2 (1-(chloromethyl)-1H-benzotriazole), [H-].[Na+] (NaH), ClC=1C=C(C=CC1C)S(=O)(=O)N1C(CCC1)C(=O)NC1=CC=CC=C1 (1-((3-chloro-4-methylphenyl)sulfonyl)-N-phenylpyrrolidine-2-carboxamide). Solvent: CN(C)C=O (DMF), CN(C)C=O (DMF), CN(C)C=O (DMF). Conditions: time 1 hour. The product is N1(N=NC2=C1C=CC=C2)CN(C(=O)C2N(CCC2)S(=O)(=O)C2=CC(=C(C=C2)C)Cl)C2=CC=CC=C2 (N-((1H-benzo[d][1,2,3]triazol-1-yl)methyl)-1-((3-chloro-4-methylphenyl)sulfonyl)-N-phenylpyrrolidine-2-carboxamide). The yield is 42.8%. As a reaction SMILES: [H-].[Na+].[Cl:3][C:4]1[CH:5]=[C:6]([S:11]([N:14]2[CH2:18][CH2:17][CH2:16][CH:15]2[C:19]([NH:21][C:22]2[CH:27]=[CH:26][CH:25]=[CH:24][CH:23]=2)=[O:20])(=[O:13])=[O:12])[CH:7]=[CH:8][C:9]=1[CH3:10].Cl[CH2:29][N:30]1[C:34]2[CH:35]=[CH:36][CH:37]=[CH:38][C:33]=2[N:32]=[N:31]1>CN(C=O)C>[N:30]1([CH2:29][N:21]([C:22]2[CH:27]=[CH:26][CH:25]=[CH:24][CH:23]=2)[C:19]([CH:15]2[CH2:16][CH2:17][CH2:18][N:14]2[S:11]([C:6]2[CH:7]=[CH:8][C:9]([CH3:10])=[C:4]([Cl:3])[CH:5]=2)(=[O:13])=[O:12])=[O:20])[C:34]2[CH:35]=[CH:36][CH:37]=[CH:38][C:33]=2[N:32]=[N:31]1 |f:0.1|. Procedure details: Under inert atmosphere, to a stirred solution of NaH (12 mg, 0.31 mmol) in 0.20 ml anhydrous DMF at 0° C., was added a solution of parent compound 1-((3-chloro-4-methylphenyl)sulfonyl)-N-phenylpyrrolidine-2-carboxamide (0.040 g, 0.11 mmol) in 0.60 ml anhydrous DMF. After 1 h at 0° C., a solution of 1-(chloromethyl)-1H-benzotriazole (0.052 g, 0.31 mmol) in 0.50 ml anhydrous DMF was added to the reaction mixture. This mixture was stirred for 16 h, and then solvent was completely removed. The crude... Reactants: C(=O)(OC(C)(C)C)N1[C@H](C[C@@H](C1)N(C(C(C)(C)C)=O)C1CCC(CC1)(C)C)COS(=O)(=O)C (BOC-(2R,4S)-4-[(4,4-dimethylcyclohexyl)(2,2-dimethylpropanoyl)amino]-2-{[(methylsulfonyl)oxy]methyl}pyrrolidine), [Li+].[BH4-] (LiBH4). Run in C1CCOC1 (THF). Run at temperature 70 celsius, time 5 hour. Yields the product C(=O)(OC(C)(C)C)N1[C@@H](C[C@@H](C1)N(C(C(C)(C)C)=O)C1CCC(CC1)(C)C)C (BOC-(2R,4S)-4-[(4,4-dimethylcyclohexyl)(2,2-dimethylpropanoyl)amino]-2-methylpyrrolidine). Isolated yield 54.9%. As a reaction SMILES: [C:1]([N:8]1[CH2:12][C@@H:11]([N:13]([CH:20]2[CH2:25][CH2:24][C:23]([CH3:27])([CH3:26])[CH2:22][CH2:21]2)[C:14](=[O:19])[C:15]([CH3:18])([CH3:17])[CH3:16])[CH2:10][C@@H:9]1[CH2:28]OS(C)(=O)=O)([O:3][C:4]([CH3:7])([CH3:6])[CH3:5])=[O:2].[Li+].[BH4-]>C1COCC1>[C:1]([N:8]1[CH2:12][C@@H:11]([N:13]([CH:20]2[CH2:25][CH2:24][C:23]([CH3:27])([CH3:26])[CH2:22][CH2:21]2)[C:14](=[O:19])[C:15]([CH3:16])([CH3:17])[CH3:18])[CH2:10][C@H:9]1[CH3:28])([O:3][C:4]([CH3:5])([CH3:6])[CH3:7])=[O:2] |f:1.2|. Reported procedure: To a solution of BOC-(2R,4S)-4-[(4,4-dimethylcyclohexyl)(2,2-dimethylpropanoyl)amino]-2-{[(methylsulfonyl)oxy]methyl}pyrrolidine (580 mg, 1.19 mmol) prepared in Step B in THF (5 ml) was added dropwise LiBH4 (77 mg, 3.57 mmol) at 70° C. The solution was stirred at 70° C. for 5 h, concentrated in vacuo, and extracted with EtOAC. The organic extracts were washed with a saturated NaHCO3 aqueous solution and brine, dried over MgSO4, and concentrated in vacuo. The residue was purified by column chroma... Run in O (water). Procedure: Maleic anhydride is reacted with n-butylamine under the conditions reported by L. E. Coleman et al., in J. Org. Chem., 24: 135, (1959). A mixture containing the thus-formed n-butylmaleamic acid (12.0 g, 0.07 mol), anhydrous sodium acetate (2.7 g) and acetic anhydride (29 mL) is heated at 85° C. to 90° C. for 30 minutes. The solution is cooled to 40° C. and poured into 55 mL of water. The layers are stirred at room temperature for 15 minutes, the diluted to 275 mL. A dark oil precipitates. Extrac... Isolated yield 58.1%. Starting materials: C(CCC)C=1C(=O)NC(C1)=O (n-butylmaleimide), C(C)(=O)O (acetic acid), NC1=CC=CC=C1 (aniline). The product is C(CCC)C1(C(=O)NC(C1)=O)NC1=CC=CC=C1 (n-butyl anilinosuccinimide). As a reaction SMILES: [CH2:1]([C:5]1[C:6]([NH:8][C:9](=[O:11])[CH:10]=1)=[O:7])[CH2:2][CH2:3][CH3:4].C(O)(=O)C.[NH2:16][C:17]1[CH:22]=[CH:21][CH:20]=[CH:19][CH:18]=1>O>[CH2:1]([C:5]1([NH:16][C:17]2[CH:22]=[CH:21][CH:20]=[CH:19][CH:18]=2)[CH2:10][C:9](=[O:11])[NH:8][C:6]1=[O:7])[CH2:2][CH2:3][CH3:4]. Run at temperature 120 celsius.